describe an organic reaction: reactants, conditions, products, and yield From a dataset of the Open Reaction Database (ORD), a public repository of structured organic reaction records. The reactants are ClC=1C=C(C(N(N1)COCC[Si](C)(C)C)=O)C1=NC2=C(N1COCC[Si](C)(C)C)C=CC=C2 (6-chloro-2-(2-trimethylsilanylethoxymethyl)-4-[1-(2-trimethylsilanylethoxy-methyl) -1H-benzimidazol-2-yl]-2H-pyridazin-3-one), B1(OC(C(O1)(C)C)(C)C)B2OC(C(O2)(C)C)(C)C (bis(pinacolato)diboron), C(C)(=O)[O-].[K+] (potassium acetate). Run in CS(=O)C (DMSO). Run at temperature 95 celsius. Yields the product O=C1C(=CC(=NN1COCC[Si](C)(C)C)B(O)O)C1=NC2=C(N1COCC[Si](C)(C)C)C=CC=C2 (6-Oxo-1-(2-trimethylsilanylethoxymethyl)-5-[1-(2-trimethylsilanyl-ethoxymethyl)-1H-benzimidazol-2-yl]-1,6-dihydropyridazine-3-boronic acid). As a reaction SMILES: Cl[C:2]1[CH:3]=[C:4]([C:17]2[N:21]([CH2:22][O:23][CH2:24][CH2:25][Si:26]([CH3:29])([CH3:28])[CH3:27])[C:20]3[CH:30]=[CH:31][CH:32]=[CH:33][C:19]=3[N:18]=2)[C:5](=[O:16])[N:6]([CH2:8][O:9][CH2:10][CH2:11][Si:12]([CH3:15])([CH3:14])[CH3:13])[N:7]=1.[B:34]1(B2OC(C)(C)C(C)(C)O2)[O:38]C(C)(C)C(C)(C)[O:35]1.C([O-])(=O)C.[K+]>CS(C)=O>[O:16]=[C:5]1[N:6]([CH2:8][O:9][CH2:10][CH2:11][Si:12]([CH3:15])([CH3:14])[CH3:13])[N:7]=[C:2]([B:34]([OH:38])[OH:35])[CH:3]=[C:4]1[C:17]1[N:21]([CH2:22][O:23][CH2:24][CH2:25][Si:26]([CH3:29])([CH3:28])[CH3:27])[C:20]2[CH:30]=[CH:31][CH:32]=[CH:33][C:19]=2[N:18]=1 |f:2.3|. Procedure: 4 g of 6-chloro-2-(2-trimethylsilanylethoxymethyl)-4-[1-(2-trimethylsilanylethoxy-methyl) -1H-benzimidazol-2-yl]-2H-pyridazin-3-one (example 46), 4.1 g of bis(pinacolato)diboron, 0.19 g of (1,1 ′-bis(diphenylphosphine)-ferrocene)palladium(II) chloride-dichloromethane complex and 2.3 g of potassium acetate are dissolved in 60 ml of DMSO. The solution is degassed with argon and heated at 95° C. for 2.5 hours. For workup, 600 ml of water are added, the mixture is extracted several times with dichlo... Reactants: CN(C)C=O, Clc1ccc2ncnn2n1, [H-], [Na+], O, CCC(CC)(CO)CS(N)(=O)=O. Product: CCC(CC)(COc1ccc2ncnn2n1)CS(N)(=O)=O. Reaction SMILES: [CH3:26][N:27]([CH3:28])[CH:29]=[O:30].[Cl:15][c:16]1[cH:17][cH:18][c:19]2[n:20]([n:21]1)[n:22][cH:23][n:24]2.[H-:1].[Na+:2].[OH2:25].[OH:3][CH2:4][C:5]([CH2:6][S:7](=[O:8])(=[O:9])[NH2:10])([CH2:11][CH3:12])[CH2:13][CH3:14]>>[O:3]([CH2:4][C:5]([CH2:6][S:7](=[O:8])(=[O:9])[NH2:10])([CH2:11][CH3:12])[CH2:13][CH3:14])[c:16]1[cH:17][cH:18][c:19]2[n:20]([n:21]1)[n:22][cH:23][n:24]2. The reactants are pyridinones, 1,3,5-Trisubstituted Pyridin-2-ones, 1,3,5-trisubstituted pyridin-2-ones, NC=1C(NC=C(C1)C(=O)OC)=O (3-amino-5-carbomethoxy-1H-pyridin-2-one), halo-acid, BrCCCCCC(=O)O (6-bromohexanoic acid), amine. Yields the product BrCCCCCC(=O)N (6-bromohexanamide). Reaction SMILES: N[C:2]1[C:3](=[O:12])[NH:4]C=[C:6]([C:8](OC)=O)[CH:7]=1.[Br:13][CH2:14]CCCCC(O)=O>>[Br:13][CH2:14][CH2:8][CH2:6][CH2:7][CH2:2][C:3]([NH2:4])=[O:12]. Procedure details: Solid phase synthesis has been employed in the preparation of certain pyridinones. In Solid Phase Synthesis of 1,3,5-Trisubstituted Pyridin-2-ones, Tetrahedron Letters, 40(1999) 2227-2230 authors James A. Linn et al. report the solid phase synthesis of 1,3,5-trisubstituted pyridin-2-ones via selective NH-alkylation of 3-amino-5-carbomethoxy-1H-pyridin-2-one using a solid supported halo-acid. The synthesis proceeds by the coupling of 6-bromohexanoic acid to a Rink amine macrocrown to form a solid... Reactants: ClC1=CC(=C(C=C1)OC)C(C(F)(F)F)(C)Cl (4-chloro-2-(2-chloro-1,1,1-trifluoropropan-2-yl)-1-methoxybenzene), C[Al](C)C (Trimethylaluminum). Run in ClCCl (dichloromethane). Reaction conditions: temperature -78 celsius, time 30 minute. Yields the product ClC1=CC(=C(C=C1)OC)C(C(F)(F)F)(C)C (4-chloro-1-methoxy-2-(1,1,1-trifluoro-2-methylpropan-2-yl)benzene). Reaction SMILES: [Cl:1][C:2]1[CH:7]=[CH:6][C:5]([O:8][CH3:9])=[C:4]([C:10](Cl)([CH3:15])[C:11]([F:14])([F:13])[F:12])[CH:3]=1.[CH3:17][Al](C)C>ClCCl>[Cl:1][C:2]1[CH:7]=[CH:6][C:5]([O:8][CH3:9])=[C:4]([C:10]([CH3:15])([CH3:17])[C:11]([F:14])([F:13])[F:12])[CH:3]=1. Procedure details: A solution of 4-chloro-2-(2-chloro-1,1,1-trifluoropropan-2-yl)-1-methoxybenzene (C46) (derived from the preceding step, ≦4.71 mmol) in dichloromethane (30 mL) was cooled to −78° C. Trimethylaluminum (2 M in hexanes, 7.32 mL, 14.6 mmol) was then added drop-wise over a period of 10 minutes, and the reaction mixture was stirred at −78° C. for 30 minutes. It was then allowed to warm to room temperature and stirred for 16 hours, at which time it was cooled to −78° C. and quenched with water (10 mL). ... Starting materials: Cl.NO (hydroxylamine-HCl), FC1=C(C(=CC=C1)F)C1=C(C=CC(=N1)C(=O)NC=1C=NC=CC1[C@@H]1C[C@@H](C([C@@H](C1)NC(OC(C)(C)C)=O)=O)C)F (tert-butyl (1R,3S,5R)-5-(3-(6-(2,6-difluorophenyl)-5-fluoropicolinamido)pyridin-4-yl)-3-methyl-2-oxocyclohexylcarbamate). Run in CCO.N1=CC=CC=C1 (EtOH pyridine). Conditions: time 16 hour. Yields the product N[C@@H]\1C[C@@H](C[C@@H](/C1=N/O)C)C1=C(C=NC=C1)NC(C1=NC(=C(C=C1)F)C1=C(C=CC=C1F)F)=O (N-(4-((1R,3R,5 S,Z)-3-amino-4-(hydroxyimino)-5-methylcyclohexyl)pyridin-3-yl)-6-(2,6-difluorophenyl)-5-fluoropicolinamide). The yield is 14.0%. RXN SMILES: Cl.[NH2:2][OH:3].[F:4][C:5]1[CH:10]=[CH:9][CH:8]=[C:7]([F:11])[C:6]=1[C:12]1[N:17]=[C:16]([C:18]([NH:20][C:21]2[CH:22]=[N:23][CH:24]=[CH:25][C:26]=2[C@H:27]2[CH2:32][C@@H:31]([NH:33]C(=O)OC(C)(C)C)[C:30](=O)[C@@H:29]([CH3:42])[CH2:28]2)=[O:19])[CH:15]=[CH:14][C:13]=1[F:43]>CCO.N1C=CC=CC=1>[NH2:33][C@@H:31]1[CH2:32][C@H:27]([C:26]2[CH:25]=[CH:24][N:23]=[CH:22][C:21]=2[NH:20][C:18](=[O:19])[C:16]2[CH:15]=[CH:14][C:13]([F:43])=[C:12]([C:6]3[C:5]([F:4])=[CH:10][CH:9]=[CH:8][C:7]=3[F:11])[N:17]=2)[CH2:28][C@H:29]([CH3:42])/[C:30]/1=[N:2]/[OH:3] |f:0.1,3.4|. Procedure details: A solution of hydroxylamine-HCl (4.0 equiv.) and tert-butyl (1R,3S,5R)-5-(3-(6-(2,6-difluorophenyl)-5-fluoropicolinamido)pyridin-4-yl)-3-methyl-2-oxocyclohexylcarbamate (1.0 equiv.) in EtOH/pyridine (1/1, 0.01 M) was capped and left standing at rt for 16 hrs. The volatiles were removed in vacuo and the residue was partitioned between EtOAc and Na2CO3(sat.). The organic layer was washed with NaCl(sat), dried over MgSO4, filtered, concentrated. The Boc group was removed with 25% TFA/CH2Cl2. After ...